Dataset: the Open Reaction Database (ORD), a public repository of structured organic reaction records. Task: describe an organic reaction: reactants, conditions, products, and yield The reactants are C(C)(C)(C)C=1C=C(C=CC1O)CC(C=1SC=CN1)NC(C(C(C)C)N(C)C(=O)OC(C)(C)C)=O (2-(N-tert-butoxycarbonyl-N-methylamino)-3-methylbutyric acid 2-(3-tert-butyl-4-hydroxyphenyl)-1-(thiazol-2-yl)ethylamide). Solvent: C(Cl)Cl (methylene chloride), C(=O)(C(F)(F)F)O (TFA). Run at time 30 minute. Yields the product C(C)(C)(C)C=1C=C(C=CC1O)CC(C=1SC=CN1)NC(C(C(C)C)NC)=O (3-methyl-2-methylaminobutyric acid 2-(3-tert-butyl-4-hydroxyphenyl)-1-(thiazol-2-yl)ethylamide). Reaction SMILES: [C:1]([C:5]1[CH:6]=[C:7]([CH2:12][CH:13]([NH:19][C:20](=[O:34])[CH:21]([N:25](C(OC(C)(C)C)=O)[CH3:26])[CH:22]([CH3:24])[CH3:23])[C:14]2[S:15][CH:16]=[CH:17][N:18]=2)[CH:8]=[CH:9][C:10]=1[OH:11])([CH3:4])([CH3:3])[CH3:2]>C(Cl)Cl.C(O)(C(F)(F)F)=O>[C:1]([C:5]1[CH:6]=[C:7]([CH2:12][CH:13]([NH:19][C:20](=[O:34])[CH:21]([NH:25][CH3:26])[CH:22]([CH3:23])[CH3:24])[C:14]2[S:15][CH:16]=[CH:17][N:18]=2)[CH:8]=[CH:9][C:10]=1[OH:11])([CH3:2])([CH3:4])[CH3:3]. Reported procedure: To a solution of 2-(N-tert-butoxycarbonyl-N-methylamino)-3-methylbutyric acid 2-(3-tert-butyl-4-hydroxyphenyl)-1-(thiazol-2-yl)ethylamide (8.03 g, 16.42 mmol) in methylene chloride (80 ml), TFA (40 ml) was added and stirred at room temperature for 30 min. The reaction mixture was evaporated to remove the solvent under reduced pressure; the thus obtained residue was mixed with methylene chloride, washed with a 2N aqueous sodium hydroxide solution and saturated brine, dried over anhydrous magnesiu... The reactants are C(C=C)[Mg]Cl (allyl magnesium chloride), C1CCOC1 (THF), C(C)OCC (diethyl ether), C1=C(C=CC2=CC=CC=C12)C=O (2-naphthaldehyde), C1CCOC1 (THF), Cl (hydrochloric acid). The solvent is CCCCCC (hexane), C(C)(=O)OCC (ethyl acetate). The product is C1=C(C=CC2=CC=CC=C12)C(CC=C)(CC=C)O (4-(naphthalen-2yl)hepta-1,6-dien-4-ol). Yield: 42.0%. As a reaction SMILES: [CH:1]1[C:10]2[C:5](=[CH:6][CH:7]=[CH:8][CH:9]=2)[CH:4]=[CH:3][C:2]=1[CH:11]=[O:12].[CH2:13]([Mg]Cl)[CH:14]=[CH2:15].Cl.C(OCC)C.[CH2:24]1[CH2:28]OC[CH2:25]1>CCCCCC.C(OCC)(=O)C>[CH:1]1[C:10]2[C:5](=[CH:6][CH:7]=[CH:8][CH:9]=2)[CH:4]=[CH:3][C:2]=1[C:11]([OH:12])([CH2:28][CH:24]=[CH2:25])[CH2:13][CH:14]=[CH2:15]. Procedure details: First, 16 g of 2-naphthaldehyde was dissolved in 150 mL of THF, and 150 mL of allyl magnesium chloride (a 2.0 M THF solution) was slowly added thereto. The resulting mixture was reacted at a temperature of about 45° C. for 8 hours. After the reaction, the reactant was slowly neutralized in an extreme amount of thin hydrochloric acid solution. Then, the extract was extracted therefrom using diethyl ether and purified through column chromatography (hexane:ethyl acetate=3:1), preparing 10 g of 4-(n... The reactants are BrC(C(=O)OC)(C)C=1OC=C(N1)CBr (methyl 2-bromo-2-[4-(bromomethyl)-1,3-oxazol-2-yl]propanoate), CC1=CN=C(O1)C(C(=O)OC)C (methyl 2-(5-methyl-1,3-oxazol-2-yl)propanoate), C1CC(=O)N(C1=O)Br (NBS), CC(C)(C#N)N=NC(C)(C)C#N (AIBN). Solvent: C(Cl)(Cl)(Cl)Cl (CCl4). The product is BrC(C(=O)OC)(C)C=1OC(=CN1)C (methyl 2-bromo-2-(5-methyl-1,3-oxazol-2-yl)propanoate). RXN SMILES: [CH3:1][C:2]1[O:6][C:5]([CH:7]([CH3:12])[C:8]([O:10][CH3:11])=[O:9])=[N:4][CH:3]=1.C1C(=O)N([Br:20])C(=O)C1.CC(N=NC(C#N)(C)C)(C#N)C.BrC(C1OC=C(CBr)N=1)(C)C(OC)=O>C(Cl)(Cl)(Cl)Cl>[Br:20][C:7]([C:5]1[O:6][C:2]([CH3:1])=[CH:3][N:4]=1)([CH3:12])[C:8]([O:10][CH3:11])=[O:9]. Procedure details: A mixture of the intermediate from Step B (0.322 g, 1.903 mmol), NBS (0.373 g, 2.09 mmol), and AIBN (0.016 g, 0.095 mmol) in 15 mL of CCl4 was refluxed for 1 hour. The mixture was cooled to room temperature, filtered, and concentrated. The residue was purified by silica gel chromatography using a hexanes/EtOAc gradient to give a 7:1 mixture of the indicated product and methyl 2-bromo-2-[4-(bromomethyl)-1,3-oxazol-2-yl]propanoate (pale yellow oil). The mixture was used in the next step without fu...